Dataset: the Open Reaction Database (ORD), a public repository of structured organic reaction records. Task: describe an organic reaction: reactants, conditions, products, and yield The reactants are Cc1c([N+](=O)[O-])ccc2c1nc(C)n2C(=O)OC(C)(C)C, CO, O=C[O-], [NH4+]. Product: Cc1c(N)ccc2c1nc(C)n2C(=O)OC(C)(C)C. RXN SMILES: [C:1]([CH3:2])([CH3:3])([CH3:4])[O:5][C:6](=[O:7])[n:8]1[c:9]([CH3:21])[n:10][c:11]2[c:12]1[cH:13][cH:14][c:15]([N+:18]([O-:19])=[O:20])[c:16]2[CH3:17].[CH3:26][OH:27].[CH:22]([O-:23])=[O:24].[NH4+:25]>>[C:1]([CH3:2])([CH3:3])([CH3:4])[O:5][C:6](=[O:7])[n:8]1[c:9]([CH3:21])[n:10][c:11]2[c:12]1[cH:13][cH:14][c:15]([NH2:18])[c:16]2[CH3:17]. Starting materials: CCN(C(C)C)C(C)C, O=S(=O)(Cl)CCCCl, ClCCl, C=Cc1ccc2ncn(-c3ccc4c(c3)CCN4)c2n1. Yields the product C=Cc1ccc2ncn(-c3ccc4c(c3)CCN4S(=O)(=O)CCCCl)c2n1. Reaction SMILES: [CH:29]([N:30]([CH2:31][CH3:32])[CH:33]([CH3:34])[CH3:35])([CH3:36])[CH3:37].[Cl:21][CH2:22][CH2:23][CH2:24][S:25](=[O:26])(=[O:27])[Cl:28].[Cl:38][CH2:39][Cl:40].[NH:1]1[CH2:2][CH2:3][c:4]2[cH:5][c:6](-[n:10]3[cH:11][n:12][c:13]4[c:14]3[n:15][c:16]([CH:19]=[CH2:20])[cH:17][cH:18]4)[cH:7][cH:8][c:9]21>>[N:1]1([S:25]([CH2:24][CH2:23][CH2:22][Cl:21])(=[O:26])=[O:27])[CH2:2][CH2:3][c:4]2[cH:5][c:6](-[n:10]3[cH:11][n:12][c:13]4[c:14]3[n:15][c:16]([CH:19]=[CH2:20])[cH:17][cH:18]4)[cH:7][cH:8][c:9]21. The reactants are CC1(c2cccc(Br)c2)OCCO1, C1CCOC1, [Li]CCCC, CCCCCC, [Cl-], N#N, [NH4+], CN(C)C=O. Yields the product CC1(c2cccc(C=O)c2)OCCO1. Reaction SMILES: [Br:3][c:4]1[cH:5][c:6]([C:10]2([CH3:15])[O:11][CH2:12][CH2:13][O:14]2)[cH:7][cH:8][cH:9]1.[CH2:28]1[O:29][CH2:30][CH2:31][CH2:32]1.[CH3:16][CH2:17][CH2:18][CH2:19][Li:20].[CH3:33][CH2:34][CH2:35][CH2:36][CH2:37][CH3:38].[Cl-:26].[N:1]#[N:2].[NH4+:27].[O:21]=[CH:22][N:23]([CH3:24])[CH3:25]>>[c:4]1([CH:22]=[O:21])[cH:5][c:6]([C:10]2([CH3:15])[O:11][CH2:12][CH2:13][O:14]2)[cH:7][cH:8][cH:9]1.